Dataset: the Open Reaction Database (ORD), a public repository of structured organic reaction records. Task: describe an organic reaction: reactants, conditions, products, and yield The reactants are CN1C(=O)N(C(=O)C=C1C)C (1,3,6-trimethyluracil), ClC1=CC=CC=C1 (chlorobenzene), C1(=CC(=CC=C1)Cl)C (m-tolyl chloride). The reagents and catalysts are [Cl-].[Zn+2].[Cl-] (zinc chloride). Run in O (water). Run at time 3 hour. Yields the product C1(=CC(=CC=C1)C=1C(N(C(N(C1C)C)=O)C)=O)C (5-m-Tolyl-1,3,6-trimethylpyrimidine-2,4(1H,3H)-dione). The yield is 14.0%. RXN SMILES: [CH3:1][N:2]1[C:9]([CH3:10])=[CH:8][C:6](=[O:7])[N:5]([CH3:11])[C:3]1=[O:4].ClC1C=CC=CC=1.[C:19]1([CH3:26])[CH:24]=[CH:23][CH:22]=[C:21](Cl)[CH:20]=1>[Cl-].[Zn+2].[Cl-].O>[C:19]1([CH3:26])[CH:24]=[CH:23][CH:22]=[C:21]([C:8]2[C:6](=[O:7])[N:5]([CH3:11])[C:3](=[O:4])[N:2]([CH3:1])[C:9]=2[CH3:10])[CH:20]=1 |f:3.4.5|. Reported procedure: In a 100 mL round bottom flask equipped with a condenser and an air lock was placed compound 2 (see FIG. 3) (5.00 g, 32.4 mmol), anhydrous zinc chloride 3 (4.45 g, 32.6 mmol), dry chlorobenzene (20 mL) and m-tolyl chloride (4.6 mL, 5.38 g, 34.8 mmol). The reaction was brought to reflux in an oil bath and vigorously stirred for 3 h. After cooling, water (40 mL) was added through the condenser, dropwise at first and then with increasing speed. The condenser was then rearranged for distillation and... The reactants are CC(C)(C)OC(=O)N1CCC(O)C1, CC(C)(C)[O-], COC(C)(C)C, O=[N+]([O-])c1cc(C(F)(F)F)cc([N+](=O)[O-])c1Cl, [K+], C1CCOC1. Yields the product CC(C)(C)OC(=O)N1CCC(Oc2c([N+](=O)[O-])cc(C(F)(F)F)cc2[N+](=O)[O-])C1. RXN SMILES: [C:1]([CH3:2])([CH3:3])([CH3:4])[O:5][C:6](=[O:7])[N:8]1[CH2:9][CH:10]([OH:13])[CH2:11][CH2:12]1.[CH3:14][C:15]([CH3:16])([O-:17])[CH3:18].[CH3:42][O:43][C:44]([CH3:45])([CH3:46])[CH3:47].[Cl:20][c:21]1[c:22]([N+:34](=[O:35])[O-:36])[cH:23][c:24]([C:30]([F:31])([F:32])[F:33])[cH:25][c:26]1[N+:27](=[O:28])[O-:29].[K+:19].[O:37]1[CH2:38][CH2:39][CH2:40][CH2:41]1>>[C:1]([CH3:2])([CH3:3])([CH3:4])[O:5][C:6](=[O:7])[N:8]1[CH2:9][CH:10]([O:13][c:21]2[c:22]([N+:34](=[O:35])[O-:36])[cH:23][c:24]([C:30]([F:31])([F:32])[F:33])[cH:25][c:26]2[N+:27](=[O:28])[O-:29])[CH2:11][CH2:12]1. As a reaction SMILES: [CH3:49][OH:50].[CH:25]([CH3:26])([CH3:27])[O:28][c:29]1[n:30][cH:31][c:32]([B:35]2[O:36][C:37]([CH3:38])([CH3:39])[C:40]([CH3:41])([CH3:42])[O:43]2)[cH:33][cH:34]1.[Cl:1][c:2]1[cH:3][c:4]([NH:12][C:13]([c:14]2[cH:15][cH:16][c:17]([C:20]([CH3:21])([CH3:22])[OH:23])[cH:18][cH:19]2)=[O:24])[n:5][c:6]2[n:7]1[n:8][c:9]([CH3:11])[cH:10]2.[Na+:48].[O-:44][C:45]([OH:46])=[O:47]>>[c:2]1(-[c:32]2[cH:31][n:30][c:29]([O:28][CH:25]([CH3:26])[CH3:27])[cH:34][cH:33]2)[cH:3][c:4]([NH:12][C:13]([c:14]2[cH:15][cH:16][c:17]([C:20]([CH3:21])([CH3:22])[OH:23])[cH:18][cH:19]2)=[O:24])[n:5][c:6]2[n:7]1[n:8][c:9]([CH3:11])[cH:10]2. Reactants: CO, CC(C)Oc1ccc(B2OC(C)(C)C(C)(C)O2)cn1, Cc1cc2nc(NC(=O)c3ccc(C(C)(C)O)cc3)cc(Cl)n2n1, [Na+], O=C([O-])O. Yields the product Cc1cc2nc(NC(=O)c3ccc(C(C)(C)O)cc3)cc(-c3ccc(OC(C)C)nc3)n2n1.